describe an organic reaction: reactants, conditions, products, and yield From a dataset of the Open Reaction Database (ORD), a public repository of structured organic reaction records. The reactants are ClCCl, O=C(O)C(F)(F)F, CN(CCN1CCC(OC(=O)Nc2ccccc2-c2ccccc2)CC1)C(=O)CCCCCNc1cccc(C(=O)OC(C)(C)C)c1. The product is CN(CCN1CCC(OC(=O)Nc2ccccc2-c2ccccc2)CC1)C(=O)CCCCCNc1cccc(C(=O)O)c1. Reaction SMILES: [Cl:55][CH2:56][Cl:57].[OH:48][C:49]([C:50]([F:51])([F:52])[F:53])=[O:54].[c:1]1(-[c:42]2[cH:43][cH:44][cH:45][cH:46][cH:47]2)[c:2]([NH:7][C:8](=[O:9])[O:10][CH:11]2[CH2:12][CH2:13][N:14]([CH2:17][CH2:18][N:19]([C:20]([CH2:21][CH2:22][CH2:23][CH2:24][CH2:25][NH:26][c:27]3[cH:28][c:29]([C:30](=[O:31])[O:32][C:33]([CH3:34])([CH3:35])[CH3:36])[cH:37][cH:38][cH:39]3)=[O:40])[CH3:41])[CH2:15][CH2:16]2)[cH:3][cH:4][cH:5][cH:6]1>>[c:1]1(-[c:42]2[cH:43][cH:44][cH:45][cH:46][cH:47]2)[c:2]([NH:7][C:8](=[O:9])[O:10][CH:11]2[CH2:12][CH2:13][N:14]([CH2:17][CH2:18][N:19]([C:20]([CH2:21][CH2:22][CH2:23][CH2:24][CH2:25][NH:26][c:27]3[cH:28][c:29]([C:30](=[O:31])[OH:32])[cH:37][cH:38][cH:39]3)=[O:40])[CH3:41])[CH2:15][CH2:16]2)[cH:3][cH:4][cH:5][cH:6]1. Starting materials: ( 31 ), CC=1N=C2N(C=CC=C2C(=O)OCC)C1 (Ethyl (2-methylimidazo[1,2-a]pyridin-8-yl)carboxylate), ( 46 ), ( 100 ), ( 55 ), ( 16 ). Run in C(Cl)(Cl)(Cl)Cl (CCl4). Product: OCC=1C=2N(C=CC1)C=C(N2)C (8-Hydroxymethyl-2-methylimidazo[1,2-a]pyridine). As a reaction SMILES: [CH3:1][C:2]1[N:3]=[C:4]2[C:9]([C:10](OCC)=[O:11])=[CH:8][CH:7]=[CH:6][N:5]2[CH:15]=1>C(Cl)(Cl)(Cl)Cl>[OH:11][CH2:10][C:9]1[C:4]2[N:5]([CH:15]=[C:2]([CH3:1])[N:3]=2)[CH:6]=[CH:7][CH:8]=1. Procedure: From 2b (yield: 42%) as an oil; IR (CCl4) 2960, 1499, 1366, 1324 cm−1; 1H NMR (400 MHz, CDCl3) δ 2.36 (s, 3H), 4.96 (s, 2H), 6.64 (t, 1H, J=7 Hz), 7.11 (d, 1H, J=7 Hz), 7.25 (s, 1H), 7.88 (d, 1H, J=7 Hz); 13C NMR (100 MHz, CDCl3) δ 14.0, 60.8, 109.7, 111.9, 121.5, 124.1, 129.2, 142.2, 143.6; MS m/z 162 (M+, 36), 161 (100), 133 (55), 132 (46), 78 (31), 51 (16). Starting materials: C[O-].[Na+] (sodium methylate), solution, C[O-].[Na+] (sodium methylate), COC(COC)=O (methoxy acetic acid methyl ester), S(=O)(=O)([O-])[O-].O[NH3+].O[NH3+] (hydroxyl ammonium sulphate), O (water). Run in CO (methanol), CO (methanol). Run at time 2 hour. Yields the product C(O)(O)=O.COCC#N (methoxy acetonitrile carbonate). RXN SMILES: C[O-].[Na+].[CH3:4][O:5][C:6](=[O:10])[CH2:7]OC.S([O-])([O-])(=O)=[O:12].O[NH3+:17].O[NH3+].O>CO>[C:6](=[O:10])([OH:12])[OH:5].[CH3:4][O:5][CH2:6][C:7]#[N:17] |f:0.1,3.4.5,8.9|. Reported procedure: 205 g of a 30% solution of sodium methylate in methanol are added dropwise over a period of 4 to 5 hours at 10° C to a mixture of 104 g of methoxy acetic acid methyl ester, 250 ml of methanol and 90 g of freshly precipitated hydroxyl ammonium sulphate. After stirring for 2 hours, another 180 g of sodium methylate solution are added dropwise over a period of 30 minutes. After stirring for another 4 hours at room temperature, 300 ml of water are added and the methanol is distilled off in a water j...